describe an organic reaction: reactants, conditions, products, and yield From a dataset of the Open Reaction Database (ORD), a public repository of structured organic reaction records. The reactants are [Si](C)(C)(C(C)(C)C)OC=1C=C(C=O)C=C(C1O[Si](C)(C)C(C)(C)C)Cl (3,4-bis(t-Butyldimethylsilyloxy)-5-chlorobenzaldehyde), ClC1=CC(=CC=C1)C(=O)OO (m-chloroperbenzoic acid). Run in O (water), ClCCl (dichloromethane). Yields the product C(=O)OC1=CC(=C(C(=C1)Cl)O[Si](C)(C)C(C)(C)C)O[Si](C)(C)C(C)(C)C (3,4-bis-(t-butyldimethylsilyloxy)-5-chlorophenyl formate). Yield: 69.1%. RXN SMILES: [Si:1]([O:8][C:9]1[CH:10]=[C:11]([CH:14]=[C:15]([Cl:25])[C:16]=1[O:17][Si:18]([C:21]([CH3:24])([CH3:23])[CH3:22])([CH3:20])[CH3:19])C=O)([C:4]([CH3:7])([CH3:6])[CH3:5])([CH3:3])[CH3:2].ClC1C=CC=C([C:33]([O:35]O)=[O:34])C=1>ClCCl.O>[CH:33]([O:35][C:11]1[CH:14]=[C:15]([Cl:25])[C:16]([O:17][Si:18]([C:21]([CH3:24])([CH3:23])[CH3:22])([CH3:19])[CH3:20])=[C:9]([O:8][Si:1]([C:4]([CH3:6])([CH3:7])[CH3:5])([CH3:2])[CH3:3])[CH:10]=1)=[O:34]. Procedure details: To a solution of 1.73 g (4.30 mmol) of 13 in 15 mL of dichloromethane under argon was added 2.03 g (6.50 mmol) of 55% m-chloroperbenzoic acid (MCPBA). After refluxing for 10 h, the solution was diluted with 30 mL of water and extracted three times with diethyl ether (50 mL each). The combined extracts were washed twice with saturated aqueous NaHCO3 (30 mL each), 30 mL of water, and 30 mL of brine, dried (MgSO4), concentrated, and column chromatographed on silica gel using hexane as eluent to giv...